Dataset: the Open Reaction Database (ORD), a public repository of structured organic reaction records. Task: describe an organic reaction: reactants, conditions, products, and yield The reactants are N#CCC(=O)O, C(=NC1CCCCC1)=NC1CCCCC1, ClCCl, Oc1c(F)c(F)c(F)c(F)c1F. Product: N#CCC(=O)Oc1c(F)c(F)c(F)c(F)c1F. Reaction SMILES: [C:1](#[N:2])[CH2:3][C:4](=[O:5])[OH:6].[CH:7]1([N:8]=[C:9]=[N:10][CH:11]2[CH2:12][CH2:13][CH2:14][CH2:15][CH2:16]2)[CH2:17][CH2:18][CH2:19][CH2:20][CH2:21]1.[Cl:34][CH2:35][Cl:36].[F:22][c:23]1[c:24]([F:33])[c:25]([F:32])[c:26]([F:31])[c:27]([F:30])[c:28]1[OH:29]>>[C:1](#[N:2])[CH2:3][C:4]([O:5][c:28]1[c:23]([F:22])[c:24]([F:33])[c:25]([F:32])[c:26]([F:31])[c:27]1[F:30])=[O:6]. Yields the product C(C)OC(C1=CC=C(C=C1)NC(=O)C=1C=C(C2=C(N(CO2)S(=O)(=O)C2=C(C=CC(=C2)Cl)OC)C1)C(F)(F)F)=O (4-{[3-(5-chloro-2-methoxy-benzenesulfonyl)-7-trifluoromethyl-2,3-dihydro-benzooxazole-5-carbonyl]-amino}-benzoic acid ethyl ester). Reaction SMILES: [Cl:1][C:2]1[CH:3]=[CH:4][C:5]([O:27][CH3:28])=[C:6]([S:8]([N:11]2[C:15]3[CH:16]=[C:17]([C:24]([OH:26])=O)[CH:18]=[C:19]([C:20]([F:23])([F:22])[F:21])[C:14]=3[O:13][CH2:12]2)(=[O:10])=[O:9])[CH:7]=1.[NH2:29][C:30]1[CH:40]=[CH:39][C:33]([C:34]([O:36][CH2:37][CH3:38])=[O:35])=[CH:32][CH:31]=1>>[CH2:37]([O:36][C:34](=[O:35])[C:33]1[CH:39]=[CH:40][C:30]([NH:29][C:24]([C:17]2[CH:18]=[C:19]([C:20]([F:22])([F:23])[F:21])[C:14]3[O:13][CH2:12][N:11]([S:8]([C:6]4[CH:7]=[C:2]([Cl:1])[CH:3]=[CH:4][C:5]=4[O:27][CH3:28])(=[O:9])=[O:10])[C:15]=3[CH:16]=2)=[O:26])=[CH:31][CH:32]=1)[CH3:38]. Starting materials: ClC=1C=CC(=C(C1)S(=O)(=O)N1COC2=C1C=C(C=C2C(F)(F)F)C(=O)O)OC (3-(5-chloro-2-methoxy-benzenesulfonyl)-7-trifluoromethyl-2,3-dihydro-benzooxazole-5-carboxylic acid), NC1=CC=C(C(=O)OCC)C=C1 (ethyl 4-aminobenzoate). Procedure: Reaction of 3-(5-chloro-2-methoxy-benzenesulfonyl)-7-trifluoromethyl-2,3-dihydro-benzooxazole-5-carboxylic acid with ethyl 4-aminobenzoate in analogy with example 30, step 4 gave 4-{[3-(5-chloro-2-methoxy-benzenesulfonyl)-7-trifluoromethyl-2,3-dihydro-benzooxazole-5-carbonyl]-amino}-benzoic acid ethyl ester. Light yellow solid, MS (ISP)=584.9 (M+H)+. Starting materials: C(CCC)OC1=C(C2=C(OCO2)C=C1)C=1C2=C(N=CN1)C(=CN2)C(=O)O (4-(5-butoxy-benzo[1,3]dioxol-4-yl)-5H-pyrrolo[3,2-d]pyrimidine-7-carboxylic acid), C(C)(C)(C)OC(=O)N1C[C@@H](CC1)N ((R)-3-amino-pyrrolidine-1-carboxylic acid tert-butyl ester). Product: C(C)(C)(C)OC(=O)N1C[C@@H](CC1)NC(=O)C1=CNC2=C1N=CN=C2C2=C(C=CC=1OCOC12)OCCCC ((R)-3-{[4-(5-Butoxy-benzo[1,3]dioxol-4-yl)-5H-pyrrolo[3,2-d]pyrimidine-7-carbonyl]amino}-pyrrolidine-1-carboxylic acid tert-butyl ester). Reaction SMILES: [CH2:1]([O:5][C:6]1[CH:14]=[CH:13][C:9]2[O:10][CH2:11][O:12][C:8]=2[C:7]=1[C:15]1[C:16]2[NH:23][CH:22]=[C:21]([C:24](O)=[O:25])[C:17]=2[N:18]=[CH:19][N:20]=1)[CH2:2][CH2:3][CH3:4].[C:27]([O:31][C:32]([N:34]1[CH2:38][CH2:37][C@@H:36]([NH2:39])[CH2:35]1)=[O:33])([CH3:30])([CH3:29])[CH3:28]>>[C:27]([O:31][C:32]([N:34]1[CH2:38][CH2:37][C@@H:36]([NH:39][C:24]([C:21]2[C:17]3[N:18]=[CH:19][N:20]=[C:15]([C:7]4[C:8]5[O:12][CH2:11][O:10][C:9]=5[CH:13]=[CH:14][C:6]=4[O:5][CH2:1][CH2:2][CH2:3][CH3:4])[C:16]=3[NH:23][CH:22]=2)=[O:25])[CH2:35]1)=[O:33])([CH3:30])([CH3:28])[CH3:29]. Procedure: Starting from 4-(5-butoxy-benzo[1,3]dioxol-4-yl)-5H-pyrrolo[3,2-d]pyrimidine-7-carboxylic acid (example A71) and commercially available (R)-3-amino-pyrrolidine-1-carboxylic acid tert-butyl ester the title compound was obtained as colorless solid. The reactants are N#CCCCCCCBr, CCCC[N+](CCCC)(CCCC)CCCC, [Cl-], [H-], [I-], [NH4+], [Na+], O=C1NC(COC2CCCCO2)CS1, CN(C)C=O. Product: N#CCCCCCCN1C(=O)SCC1COC1CCCCO1. Reaction SMILES: [Br:17][CH2:18][CH2:19][CH2:20][CH2:21][CH2:22][CH2:23][C:24]#[N:25].[CH2:34]([N+:35]([CH2:36][CH2:37][CH2:38][CH3:39])([CH2:40][CH2:41][CH2:42][CH3:43])[CH2:44][CH2:45][CH2:46][CH3:47])[CH2:48][CH2:49][CH3:50].[Cl-:26].[H-:15].[I-:33].[NH4+:27].[Na+:16].[O:1]1[CH:2]([O:7][CH2:8][CH:9]2[NH:10][C:11](=[O:14])[S:12][CH2:13]2)[CH2:3][CH2:4][CH2:5][CH2:6]1.[O:28]=[CH:29][N:30]([CH3:31])[CH3:32]>>[O:1]1[CH:2]([O:7][CH2:8][CH:9]2[N:10]([CH2:18][CH2:19][CH2:20][CH2:21][CH2:22][CH2:23][C:24]#[N:25])[C:11](=[O:14])[S:12][CH2:13]2)[CH2:3][CH2:4][CH2:5][CH2:6]1. Reactants: C(C)(C)N1C=CC2=CC=C(C=C12)N1CC(NCC1)C (1-Isopropyl-6-(3-methylpiperazinyl)-indole), BrC1=CC=C2C=CN(C2=C1)C(C)C (6-Bromo-1-isopropylindole), CC1NCCNC1 (2-methylpiperazine), CC(C)(C)[O-].[Na+] (NaOtBu), P(C(C)(C)C)(C(C)(C)C)C(C)(C)C (tBu3P). Reagents/catalysts: CC(=O)[O-].CC(=O)[O-].[Pd+2] (Pd(OAc)2). The solvent is C=1(C(=CC=CC1)C)C (xylene). Product: C(C)(C)N1C=CC2=CC=C(C=C12)C1N(CCNC1)C (1-Isopropyl-6-(N-methylpiperazinyl)-indole). As a reaction SMILES: C(N1C2C(=CC=[C:10]([N:13]3[CH2:18][CH2:17][NH:16][CH:15](C)[CH2:14]3)C=2)C=C1)(C)C.Br[C:21]1[CH:29]=[C:28]2[C:24]([CH:25]=[CH:26][N:27]2[CH:30]([CH3:32])[CH3:31])=[CH:23][CH:22]=1.CC1CNCCN1.CC([O-])(C)C.[Na+].P(C(C)(C)C)(C(C)(C)C)C(C)(C)C>C1(C)C(C)=CC=CC=1.CC([O-])=O.CC([O-])=O.[Pd+2]>[CH:30]([N:27]1[C:28]2[C:24](=[CH:23][CH:22]=[C:21]([CH:14]3[CH2:15][NH:16][CH2:17][CH2:18][N:13]3[CH3:10])[CH:29]=2)[CH:25]=[CH:26]1)([CH3:32])[CH3:31] |f:3.4,7.8.9|. Procedure details: 1-Isopropyl-6-(3-methylpiperazinyl)-indole; from 6-Bromo-1-isopropylindole (23.8 mg, 0.1 mmol), 2-methylpiperazine (60 mg, 0.6 mmol), NaOtBu (14.1 mg, 0.15 mmol), tBu3P(1 mg) and Pd(OAc)2 (1 mg) in xylene (1 ml), heating overnight. Yield 6.7 mg (26%). Starting materials: Di-isopropylazodicarboxylate, [N+](=O)([O-])C=1NC=CN1 (2-nitroimidazole), COC([C@@H](NC(C1=CC=CC=C1)(C1=CC=CC=C1)C1=CC=CC=C1)CO)=O (N-trityl-L-serine methyl ester), C1(=CC=CC=C1)P(C1=CC=CC=C1)C1=CC=CC=C1 (triphenylphosphine). Run in C1CCOC1 (THF). Run at time 5 hour. The product is [N+](=O)([O-])C=1N(C=CN1)C[C@H](NC(C1=CC=CC=C1)(C1=CC=CC=C1)C1=CC=CC=C1)C(=O)OC (Methyl 3-(2-nitro-1H-imidazol-1-yl)-N-trityl-L-alaninate). Yield: 43.8%. Reaction SMILES: [N+:1]([C:4]1[NH:5][CH:6]=[CH:7][N:8]=1)([O-:3])=[O:2].[CH3:9][O:10][C:11](=[O:35])[C@H:12]([CH2:33]O)[NH:13][C:14]([C:27]1[CH:32]=[CH:31][CH:30]=[CH:29][CH:28]=1)([C:21]1[CH:26]=[CH:25][CH:24]=[CH:23][CH:22]=1)[C:15]1[CH:20]=[CH:19][CH:18]=[CH:17][CH:16]=1.C1(P(C2C=CC=CC=2)C2C=CC=CC=2)C=CC=CC=1>C1COCC1>[N+:1]([C:4]1[N:5]([CH2:33][C@@H:12]([C:11]([O:10][CH3:9])=[O:35])[NH:13][C:14]([C:15]2[CH:20]=[CH:19][CH:18]=[CH:17][CH:16]=2)([C:27]2[CH:28]=[CH:29][CH:30]=[CH:31][CH:32]=2)[C:21]2[CH:22]=[CH:23][CH:24]=[CH:25][CH:26]=2)[CH:6]=[CH:7][N:8]=1)([O-:3])=[O:2]. Procedure details: Di-isopropylazodicarboxylate (1.3 mL, 6.6 mmol) was added dropwise to a solution of 2-nitroimidazole (1.0 g, 9 mmol), N-trityl-L-serine methyl ester (2.0 g, 6 mmol) and triphenylphosphine (1.73 g, 6.6 mmol) in THF (100 mL). The reaction was stirred at ambient temperature for approximately 5 hours The volatiles were removed by evaporation under reduced pressure and the residue purified by column chromatography (EtOAc:isohexane 1:19) to afford the title compound (1.2 g, 44%) as a white solid. Starting materials: CC=1C(=CC=2C(CCC(C2C1)(C)C)(C)C)C(=O)OC1=CC=C(C(=O)OCC2=CC=CC=C2)C=C1 (benzyl 4-(3,5,5,8,8-pentamethyl-5,6,7,8-tetrahydro-2-naphthoyloxy)benzoate). The reagents and catalysts are [Pd] (palladium on carbon). Solvent: C(C)(=O)OCC (ethyl acetate), C(C)(=O)OCC (ethyl acetate). Reaction conditions: time 3 hour. The product is CC=1C(=CC=2C(CCC(C2C1)(C)C)(C)C)C(=O)OC1=CC=C(C(=O)O)C=C1 (4-(3,5,5,8,8-Pentamethyl-5,6,7,8-tetrahydro-2-naphthoyloxy)benzoic acid). RXN SMILES: [CH3:1][C:2]1[C:3]([C:16]([O:18][C:19]2[CH:34]=[CH:33][C:22]([C:23]([O:25]CC3C=CC=CC=3)=[O:24])=[CH:21][CH:20]=2)=[O:17])=[CH:4][C:5]2[C:6]([CH3:15])([CH3:14])[CH2:7][CH2:8][C:9]([CH3:13])([CH3:12])[C:10]=2[CH:11]=1>[Pd].C(OCC)(=O)C>[CH3:1][C:2]1[C:3]([C:16]([O:18][C:19]2[CH:20]=[CH:21][C:22]([C:23]([OH:25])=[O:24])=[CH:33][CH:34]=2)=[O:17])=[CH:4][C:5]2[C:6]([CH3:15])([CH3:14])[CH2:7][CH2:8][C:9]([CH3:12])([CH3:13])[C:10]=2[CH:11]=1. Reported procedure: A mixture of 430 mg (0.94 mmol) of benzyl 4-(3,5,5,8,8-pentamethyl-5,6,7,8-tetrahydro-2-naphthoyloxy)benzoate, 60 mg of 10% palladium on carbon and 6 ml of ethyl acetate was stirred under a hydrogen atmosphere at room temperature for 3 hours. A further 6 ml of ethyl acetate was then added to the reaction mixture and mixture heated at 50° C. for 3 hours. The reaction mixture was then cooled, filtered through celite and the residue washed with 5 ml of warm ethyl acetate. The filtrate was then conc...